From a dataset of the Open Reaction Database (ORD), a public repository of structured organic reaction records. describe an organic reaction: reactants, conditions, products, and yield The reactants are [Na+], [OH-], OO, COc1ccc(Br)c(C=O)c1O. Product: COc1ccc(Br)c(O)c1O. Reaction SMILES: [Na+:16].[OH-:15].[OH:13][OH:14].[OH:1][c:2]1[c:3]([CH:4]=[O:5])[c:6]([Br:12])[cH:7][cH:8][c:9]1[O:10][CH3:11]>>[OH:1][c:2]1[c:3]([OH:13])[c:6]([Br:12])[cH:7][cH:8][c:9]1[O:10][CH3:11]. Reactants: S(=O)(Cl)Cl (thionyl chloride), Cl (hydrochloric acid), S(=O)=O (sulfur dioxide), CC=1C=C(OCC(=O)O)C=CC1Cl (3-methyl-4-chlorophenoxyacetic acid), S(=O)(Cl)Cl (thionyl chloride), zeolite. The product is CC=1C=C(OCC(=O)Cl)C=CC1Cl (3-methyl-4-chlorophenoxyacetic acid chloride). The yield is 84.8%. Reaction SMILES: [CH3:1][C:2]1[CH:3]=[C:4]([CH:10]=[CH:11][C:12]=1[Cl:13])[O:5][CH2:6][C:7](O)=[O:8].S(Cl)([Cl:16])=O.Cl.S(=O)=O>>[CH3:1][C:2]1[CH:3]=[C:4]([CH:10]=[CH:11][C:12]=1[Cl:13])[O:5][CH2:6][C:7]([Cl:16])=[O:8]. Reported procedure: In a 100 ml round bottom flask equipped with a reflux condenser, 27 g of 3-methyl-4-chlorophenoxyacetic acid and 32 g of thionyl chloride were charged and a small amount of zeolite was added and the mixture was refluxed until completely dissolving the reaction product. After the reaction, excess of thionyl chloride, and dissolved hydrochloric acid gas and sulfur dioxide gas were removed by a rotary evaporator and the product was distilled to obtain 25.0 g of 3-methyl-4-chlorophenoxyacetic acid c...